This data is from the Open Reaction Database (ORD), a public repository of structured organic reaction records. The task is: describe an organic reaction: reactants, conditions, products, and yield Reactants: C1COCCN1, N#Cc1ccc(F)cc1F, C1CCOC1. The product is N#Cc1ccc(N2CCOCC2)cc1F. RXN SMILES: [CH2:11]1[CH2:12][O:13][CH2:14][CH2:15][NH:16]1.[F:1][c:2]1[c:3]([C:4]#[N:5])[cH:6][cH:7][c:8]([F:10])[cH:9]1.[O:17]1[CH2:18][CH2:19][CH2:20][CH2:21]1>>[F:1][c:2]1[c:3]([C:4]#[N:5])[cH:6][cH:7][c:8]([N:16]2[CH2:11][CH2:12][O:13][CH2:14][CH2:15]2)[cH:9]1. The reactants are C(C)(C)(C)OC(N[C@]([C@@H](C)O)(C)CCC1=CC=C(C=C1)O[Si](C)(C)C(C)(C)C)=O (((1R,2R)-1-{2-[4-(tert-Butyl-dimethyl-silanyloxy)-phenyl]-ethyl}-2-hydroxy-1-methyl-propyl)-carbamic acid tert-butyl ester), solution, CCOC(=O)C (AcOEt), C(=O)(O)[O-].[Na+] (NaHCO3). Run in C(C)#N (acetonitril). Reaction conditions: time 3.5 hour. The product is C(C)(C)(C)OC(N[C@]([C@@H](C)O)(C)CCC1=CC=C(C=C1)O)=O ({(1R,2R)-2-Hydroxy-1-[2-(4-hydroxy-phenyl)-ethyl]-1-methyl-propyl}-carbamic acid tert-butyl ester). Reaction SMILES: [C:1]([O:5][C:6](=[O:29])[NH:7][C@@:8]([CH2:13][CH2:14][C:15]1[CH:20]=[CH:19][C:18]([O:21][Si](C(C)(C)C)(C)C)=[CH:17][CH:16]=1)([CH3:12])[C@H:9]([OH:11])[CH3:10])([CH3:4])([CH3:3])[CH3:2].CCOC(C)=O.C([O-])(O)=O.[Na+]>C(#N)C>[C:1]([O:5][C:6](=[O:29])[NH:7][C@@:8]([CH2:13][CH2:14][C:15]1[CH:20]=[CH:19][C:18]([OH:21])=[CH:17][CH:16]=1)([CH3:12])[C@H:9]([OH:11])[CH3:10])([CH3:2])([CH3:3])[CH3:4] |f:2.3|. Procedure: To a stirred solution of ((1R,2R)-1-{2-[4-(tert-Butyl-dimethyl-silanyloxy)-phenyl]-ethyl}-2-hydroxy-1-methyl-propyl)-carbamic acid tert-butyl ester (19 mg, 0.045 mMol) in acetonitril (2 ml) is added HF (0.2 ml, 40% solution), and the reaction is stirred at RT for 3.5 hours. The reaction mixture is then poured onto a biphasic mixture of AcOEt and NaHCO3 (saturated aqueous solution). The aqueous phase is extracted with AcOEt (3 times). The combined organic layers are dried (Na2SO4) and concentrate... The reactants are C=CC(=O)OC, CCCNCCC, CO, COc1cc(O)ccc1O. Yields the product CCCN(CCC)CCC(=O)OC. RXN SMILES: [C:1]([CH:2]=[CH2:3])(=[O:4])[O:5][CH3:6].[CH2:17]([CH2:18][CH3:19])[NH:20][CH2:21][CH2:22][CH3:23].[CH3:24][OH:25].[CH3:7][O:8][c:9]1[cH:10][c:11]([OH:12])[cH:13][cH:14][c:15]1[OH:16]>>[C:1]([CH2:2][CH2:3][N:20]([CH2:17][CH2:18][CH3:19])[CH2:21][CH2:22][CH3:23])(=[O:4])[O:5][CH3:6]. The reactants are N1N=CC=C1 (pyrazole), CN1CCCC1=O (NMP), CN1CCCC1=O (NMP), N1N=CC=C1 (Pyrazole), C(=O)([O-])[O-].[K+].[K+] (K2CO3), C1(=CC(=CC=C1)N1C=NC(=C1)Br)C1=CC=CC=C1 (1-Biphenyl-3-yl-4-bromo-1H-imidazole). The reagents and catalysts are [Cu]I (CuI), [Cu]I (CuI). Solvent: O (H2O), C(C)(=O)OCC (ethyl acetate), [Cl-].[Na+].O (brine). Reaction conditions: temperature 180 celsius. The product is C1(=CC(=CC=C1)N1C=NC(=C1)N1N=CC=C1)C1=CC=CC=C1 (1-(1-Biphenyl-3-yl-1H-imidazol-4-yl)-1H-pyrazole). The yield is 32.8%. Reaction SMILES: [NH:1]1[CH:5]=[CH:4][CH:3]=[N:2]1.C([O-])([O-])=O.[K+].[K+].[C:12]1([C:24]2[CH:29]=[CH:28][CH:27]=[CH:26][CH:25]=2)[CH:17]=[CH:16][CH:15]=[C:14]([N:18]2[CH:22]=[C:21](Br)[N:20]=[CH:19]2)[CH:13]=1.CN1C(=O)CCC1>[Cl-].[Na+].O.[Cu]I.C(OCC)(=O)C.O>[C:12]1([C:24]2[CH:25]=[CH:26][CH:27]=[CH:28][CH:29]=2)[CH:17]=[CH:16][CH:15]=[C:14]([N:18]2[CH:22]=[C:21]([N:1]3[CH:5]=[CH:4][CH:3]=[N:2]3)[N:20]=[CH:19]2)[CH:13]=1 |f:1.2.3,6.7.8|. Reported procedure: Pyrazole (68.3 mg, 1.0 mmol), K2CO3 (139 mg, 1.0 mmol), CuI (9.5 mg, 5 mol %) and 11 (150 mg, 0.5 mmol) were added to vial and added NMP (1 mL). The slurry was heated in micro wave (emrys optimiser; fixed hold time) to 180° C. for 1 h after which after it was added NMP (1 mL) and heated to 195° C. for 3 h. The reaction mixture was then added another 6.5 mg CuI and 40 mg pyrazole, and heated for another 4 h after by which LC-MS analysis showed full conversion. The rx was added dropwise to H2O (10... Reactants: ClC1=C2C=CC(=NC2=NC=C1)CCC (5-Chloro-2-propyl-[1,8]naphthyridine), NC1=C(C=CC(=C1)C)SC=1C=C(C=CC1)NC(C)=O (N-[3-(2-Amino-4-methyl-phenylsulfanyl)-phenyl]-acetamide). Solvent: CCO (EtOH). Conditions: temperature 80 celsius. Product: CC1=CC(=C(C=C1)SC=1C=C(C=CC1)NC(C)=O)NC1=CC=NC2=NC(=CC=C12)CCC (N-{3-[4-Methyl-2-(7-propyl-[1,8]naphthyridin-4-ylamino)-phenylsulfanyl]-phenyl}-acetamide). Isolated yield 74.7%. RXN SMILES: Cl[C:2]1[CH:11]=[CH:10][N:9]=[C:8]2[C:3]=1[CH:4]=[CH:5][C:6]([CH2:12][CH2:13][CH3:14])=[N:7]2.[NH2:15][C:16]1[CH:21]=[C:20]([CH3:22])[CH:19]=[CH:18][C:17]=1[S:23][C:24]1[CH:25]=[C:26]([NH:30][C:31](=[O:33])[CH3:32])[CH:27]=[CH:28][CH:29]=1>CCO>[CH3:22][C:20]1[CH:19]=[CH:18][C:17]([S:23][C:24]2[CH:25]=[C:26]([NH:30][C:31](=[O:33])[CH3:32])[CH:27]=[CH:28][CH:29]=2)=[C:16]([NH:15][C:2]2[C:3]3[C:8](=[N:7][C:6]([CH2:12][CH2:13][CH3:14])=[CH:5][CH:4]=3)[N:9]=[CH:10][CH:11]=2)[CH:21]=1. Reported procedure: The title compound was prepared from the product of Example 2g (750 mg, 3.63 mmol), and the product of Example 199c (988 mg, 3.63 mmol) combined in 10 mL of EtOH and heated to 80° C. for 40 hrs. After cooling to room temperature the solvent was removed under vacuum giving the title compound (1.2 g, 74%).